This data is from the Open Reaction Database (ORD), a public repository of structured organic reaction records. The task is: describe an organic reaction: reactants, conditions, products, and yield The reactants are ClC1=CC2=C(N=C(N2)C2=CC=C(C=C2)C=O)C=C1Cl (5,6-dichloro-2-(4-formylphenyl)benzimidazole), IC (iodomethane). The product is ClC1=CC2=C(N(C(=N2)C2=CC=C(C=C2)C=O)C)C=C1Cl (5,6-Dichloro2-(4-formylphenyl)-1-methylbenzimidazole). RXN SMILES: [Cl:1][C:2]1[C:18]([Cl:19])=[CH:17][C:5]2[N:6]=[C:7]([C:9]3[CH:14]=[CH:13][C:12]([CH:15]=[O:16])=[CH:11][CH:10]=3)[NH:8][C:4]=2[CH:3]=1.I[CH3:21]>>[Cl:19][C:18]1[C:2]([Cl:1])=[CH:3][C:4]2[N:8]([CH3:21])[C:7]([C:9]3[CH:10]=[CH:11][C:12]([CH:15]=[O:16])=[CH:13][CH:14]=3)=[N:6][C:5]=2[CH:17]=1. Procedure details: 5,6-Dichloro2-(4-formylphenyl)-1-methylbenzimidazole was prepared from 5,6-dichloro-2-(4-formylphenyl)benzimidazole obtained in Example 13 and iodomethane by following General Procedure 3. Starting materials: C1(=CC=CC=C1)C (toluene), [OH-].[Na+] (sodium hydroxide), ClC1=CC=C(C=C2C(C(CC2)(C(=O)OC)C(C)C)=O)C=C1 (methyl 3-(4-chlorobenzylidene)-1-(isopropyl)-2-oxocylopentanecarboxylate), aqueous solution, Cl (hydrochloric acid). Run in O (water), C(C)(C)O (isopropanol). Reaction conditions: time 4 hour. Yields the product ClC1=CC=C(C=C2C(C(CC2)C(C)C)=O)C=C1 (2-(4-chlorobenzylidene)-5-isopropylcylopentanone). Reaction SMILES: C1(C)C=CC=CC=1.[OH-].[Na+].[Cl:10][C:11]1[CH:30]=[CH:29][C:14]([CH:15]=[C:16]2[CH2:20][CH2:19][C:18]([CH:25]([CH3:27])[CH3:26])(C(OC)=O)[C:17]2=[O:28])=[CH:13][CH:12]=1.Cl>O.C(O)(C)C>[Cl:10][C:11]1[CH:12]=[CH:13][C:14]([CH:15]=[C:16]2[CH2:20][CH2:19][CH:18]([CH:25]([CH3:27])[CH3:26])[C:17]2=[O:28])=[CH:29][CH:30]=1 |f:1.2|. Procedure: To a mixed solution of 150 ml of toluene, 50 ml of isopropanol, and 100 ml of water were added 58.6 g of sodium hydroxide and 50 g of methyl 3-(4-chlorobenzylidene)-1-isopropyl-2-oxocylopentanecarboxylate (prepared in Example 2). The mixture was stirred for 4 hours at 70°-80° C. The reaction mixture was poured into 2000 ml of 10% aqueous solution of hydrochloric acid and extracted with 300 ml of ethyl acetate. The organic layer was washed with water and dried, followed by evaporation of the solv...